The task is: describe an organic reaction: reactants, conditions, products, and yield. This data is from the Open Reaction Database (ORD), a public repository of structured organic reaction records. Reactants: ClC=1C=C(C(=O)OC)C=CC1O (Methyl 3-chloro-4-hydroxybenzoate), C([O-])([O-])=O.[K+].[K+] (potassium carbonate), IC(C)C (2-iodopropane), C(C)(=O)OCC (ethyl acetate). The solvent is CN(C)C=O (DMF). Reaction conditions: temperature 25 celsius, time 18 hour. Yields the product ClC=1C=C(C(=O)OC)C=CC1OC(C)C (Methyl 3-Chloro-4-iso-propoxybenzoate). Isolated yield 99.5%. RXN SMILES: [Cl:1][C:2]1[CH:3]=[C:4]([CH:9]=[CH:10][C:11]=1[OH:12])[C:5]([O:7][CH3:8])=[O:6].C(=O)([O-])[O-].[K+].[K+].I[CH:20]([CH3:22])[CH3:21].C(OCC)(=O)C>CN(C=O)C>[Cl:1][C:2]1[CH:3]=[C:4]([CH:9]=[CH:10][C:11]=1[O:12][CH:20]([CH3:22])[CH3:21])[C:5]([O:7][CH3:8])=[O:6] |f:1.2.3|. Procedure details: Methyl 3-chloro-4-hydroxybenzoate (5 g, 26.8 mmol) in DMF (45 ml) was treated with potassium carbonate (7.41 g, 53.6 mmol), 2-iodopropane (3.85 ml, 40.2 mmol) and then stirred at 25° C. for 18 h. Work-up with ethyl acetate gave the title compound (6.1 g). The reactants are C(C(=O)Cl)(=O)Cl (Oxalyl chloride), CNC(=O)C12CCC(CC1)(CC2)CCCCC (N-methyl-4-pentylbicyclo[2.2.2]octane-1-carboxamide). Run in C(Cl)Cl (methylene chloride). Run at time 4 hour. Yields the product CN=C(C12CCC(CC1)(CC2)CCCCC)Cl (N-methyl-4-pentylbicyclo[2.2.2]octane-1-carboximidoyl chloride). RXN SMILES: C(Cl)(=O)C([Cl:4])=O.[CH3:7][NH:8][C:9]([C:11]12[CH2:18][CH2:17][C:14]([CH2:19][CH2:20][CH2:21][CH2:22][CH3:23])([CH2:15][CH2:16]1)[CH2:13][CH2:12]2)=O>C(Cl)Cl>[CH3:7][N:8]=[C:9]([Cl:4])[C:11]12[CH2:18][CH2:17][C:14]([CH2:19][CH2:20][CH2:21][CH2:22][CH3:23])([CH2:15][CH2:16]1)[CH2:13][CH2:12]2. Reported procedure: Oxalyl chloride (846 μL, 9.7 mmol) was added dropwise to a solution of N-methyl-4-pentylbicyclo[2.2.2]octane-1-carboxamide (3-C) (230 mg, 0.97 mmol) in methylene chloride (2.0 mL) and the mixture stirred at room temperature for 4 h. The solvent and excess reagent were removed in vacuo to provide N-methyl-4-pentylbicyclo[2.2.2]octane-1-carboximidoyl chloride (3-D). Toluene (1.5 mL) was added followed by 5-(2-chloro-4-methoxyphenyl)-1H-tetrazole (3-E) (204 mg, 0.97 mmol) and the mixture refluxed f... Starting materials: O=C([O-])N=NC(=O)[O-], CCOC(=O)N=NC(=O)OCC, C1CCOC1, CCOC(=O)C(CCCO)C(=O)OCC, CCCCCCC#Cc1cccc(O)c1, Oc1ccccc1, c1ccc(P(c2ccccc2)c2ccccc2)cc1. Product: CCCCCCC#Cc1cccc(OCCCC(C(=O)OCC)C(=O)OCC)c1. RXN SMILES: [N:50]([C:51]([O-:52])=[O:53])=[N:54][C:55]([O-:56])=[O:57].[O:31]=[C:32]([O:33][CH2:34][CH3:35])[N:36]=[N:37][C:38]([O:39][CH2:40][CH3:41])=[O:42].[O:58]1[CH2:59][CH2:60][CH2:61][CH2:62]1.[OH:16][CH2:17][CH2:18][CH2:19][CH:20]([C:21](=[O:22])[O:23][CH2:24][CH3:25])[C:26](=[O:27])[O:28][CH2:29][CH3:30].[OH:1][c:2]1[cH:3][c:4]([C:8]#[C:9][CH2:10][CH2:11][CH2:12][CH2:13][CH2:14][CH3:15])[cH:5][cH:6][cH:7]1.[OH:43][c:44]1[cH:45][cH:46][cH:47][cH:48][cH:49]1.[c:63]1([P:64]([c:65]2[cH:66][cH:67][cH:68][cH:69][cH:70]2)[c:71]2[cH:72][cH:73][cH:74][cH:75][cH:76]2)[cH:77][cH:78][cH:79][cH:80][cH:81]1>>[O:1]([c:2]1[cH:3][c:4]([C:8]#[C:9][CH2:10][CH2:11][CH2:12][CH2:13][CH2:14][CH3:15])[cH:5][cH:6][cH:7]1)[CH2:17][CH2:18][CH2:19][CH:20]([C:21](=[O:22])[O:23][CH2:24][CH3:25])[C:26](=[O:27])[O:28][CH2:29][CH3:30].